Dataset: the Open Reaction Database (ORD), a public repository of structured organic reaction records. Task: describe an organic reaction: reactants, conditions, products, and yield Starting materials: COC=1C=C(C(=O)N2CC(CC2)(C2=CC=CC=C2)CCN2CCC(CC2)NC2=NC3=C(N2)C=CC=C3)C=C(C1OC)OC (1-(3,4,5-trimethoxybenzoyl)-3-(2-(4-(1H-benzimidazol-2-yl-amino)piperidin-1-yl)ethyl)-3-phenylpyrrolidine), C(C=C)Cl (allyl chloride). The product is COC=1C=C(C(=O)N2CC(CC2)(C2=CC=CC=C2)CCN2CCC(CC2)NC2=NC3=C(N2CC=C)C=CC=C3)C=C(C1OC)OC (1-(3,4,5-trimethoxybenzoyl)-3-(2-(4-(1-allyl-1H-benzimidazol-2-yl-amino)piperidin-1-yl)ethyl)-3-phenylpyrrolidine). RXN SMILES: [CH3:1][O:2][C:3]1[CH:4]=[C:5]([CH:37]=[C:38]([O:42][CH3:43])[C:39]=1[O:40][CH3:41])[C:6]([N:8]1[CH2:12][CH2:11][C:10]([CH2:19][CH2:20][N:21]2[CH2:26][CH2:25][CH:24]([NH:27][C:28]3[NH:32][C:31]4[CH:33]=[CH:34][CH:35]=[CH:36][C:30]=4[N:29]=3)[CH2:23][CH2:22]2)([C:13]2[CH:18]=[CH:17][CH:16]=[CH:15][CH:14]=2)[CH2:9]1)=[O:7].[CH2:44](Cl)[CH:45]=[CH2:46]>>[CH3:43][O:42][C:38]1[CH:37]=[C:5]([CH:4]=[C:3]([O:2][CH3:1])[C:39]=1[O:40][CH3:41])[C:6]([N:8]1[CH2:12][CH2:11][C:10]([CH2:19][CH2:20][N:21]2[CH2:26][CH2:25][CH:24]([NH:27][C:28]3[N:29]([CH2:46][CH:45]=[CH2:44])[C:30]4[CH:36]=[CH:35][CH:34]=[CH:33][C:31]=4[N:32]=3)[CH2:23][CH2:22]2)([C:13]2[CH:14]=[CH:15][CH:16]=[CH:17][CH:18]=2)[CH2:9]1)=[O:7]. Procedure: Prepare by the method of Example 7.1 using 1-(3,4,5-trimethoxybenzoyl)-3-(2-(4-(1H-benzimidazol-2-yl-amino)piperidin-1-yl)ethyl)-3-phenylpyrrolidine (prepared from (+)-1-(3,4,5-trimethoxybenzoyl)-3-(2-hydroxyethyl)-3-phenylpyrrolidine) and allyl chloride to give the title compound. Starting materials: N1=CC=C(C=C1)C1=NNC(=N1)C1=CC=NC=C1 (3,5-di(4-pyridyl)-1,2,4-triazole), CN(C(=O)Cl)C (dimethylcarbamoyl chloride), [H-].[Na+] (sodium hydride). Run in O1CCCC1 (tetrahydrofuran), O1CCCC1 (tetrahydrofuran). Yields the product CN(C(=O)N1N=C(N=C1C1=CC=NC=C1)C1=CC=NC=C1)C (1-dimethylcarbamoyl-3,5-di(4-pyridyl)-1,2,4-triazole). Reaction SMILES: [N:1]1[CH:6]=[CH:5][C:4]([C:7]2[N:11]=[C:10]([C:12]3[CH:17]=[CH:16][N:15]=[CH:14][CH:13]=3)[NH:9][N:8]=2)=[CH:3][CH:2]=1.[H-].[Na+].[CH3:20][N:21]([CH3:25])[C:22](Cl)=[O:23]>O1CCCC1>[CH3:20][N:21]([CH3:25])[C:22]([N:8]1[C:7]([C:4]2[CH:5]=[CH:6][N:1]=[CH:2][CH:3]=2)=[N:11][C:10]([C:12]2[CH:17]=[CH:16][N:15]=[CH:14][CH:13]=2)=[N:9]1)=[O:23] |f:1.2|. Procedure: To 2.13 g. (0.01 mole) of 3,5-di(4-pyridyl)-1,2,4-triazole in 200 ml. of tetrahydrofuran is added 57% sodium hydride in mineral oil (0.42 g., 0.01 moles). The reaction mixture is heated at reflux for 1 hour, cooled and a solution of dimethylcarbamoyl chloride (1g., 0.01 mole) in 10 ml. of tetrahydrofuran is added dropwise. The reaction mixture is heated at reflux for 4 hours, cooled, filtered and concentrated to an oil which solidifies. After recrystallization from benzene 1.2 g. of 1-dimethylca... Reactants: C(C1=CC=CC=C1)N1C2=CC=CC=C2C=2C(CCCC12)C(=O)O (9-benzyl-1,2,3,4-tetrahydrocarbazole-4-carboxylic acid), N (ammonia), [Cl-].[NH4+] (Ammonium chloride), [Na] (sodium). Solvent: liquid. The product is C1CCC(C=2C3=CC=CC=C3NC12)C(=O)O (1,2,3,4-Tetrahydrocarbazole-4-carboxylic acid). As a reaction SMILES: C([N:8]1[C:20]2[CH2:19][CH2:18][CH2:17][CH:16]([C:21]([OH:23])=[O:22])[C:15]=2[C:14]2[C:9]1=[CH:10][CH:11]=[CH:12][CH:13]=2)C1C=CC=CC=1.N.[Na].[Cl-].[NH4+]>>[CH2:19]1[C:20]2[NH:8][C:9]3[C:14](=[CH:13][CH:12]=[CH:11][CH:10]=3)[C:15]=2[CH:16]([C:21]([OH:23])=[O:22])[CH2:17][CH2:18]1 |f:3.4,^1:24|. Procedure: To 40 g. 9-benzyl-1,2,3,4-tetrahydrocarbazole-4-carboxylic acid in one liter of liquid ammonia was added, with stirring and portionwise, 8.6 g. of sodium. Ammonium chloride was added portionwise until the blue color of the mixture was dissipated. The ammonia was evaporated, water was added and the mixture was extracted with ether. The aqueous solution was chilled and acidified with dilute hydrochloric acid and the resulting solid was collected by filtration and washed with water to give 23 g. of... Starting materials: CCn1c(=O)c2nc(C=NO)cn2c2ccccc21, CC(=O)OC(C)=O, [Na+], [Na+], O=C([O-])[O-]. Yields the product CCn1c(=O)c2nc(C#N)cn2c2ccccc21. As a reaction SMILES: [CH2:1]([CH3:2])[n:3]1[c:4](=[O:19])[c:5]2[n:6]([c:7]3[cH:8][cH:9][cH:10][cH:11][c:12]13)[cH:13][c:14]([CH:16]=[N:17][OH:18])[n:15]2.[CH3:26][C:27]([O:28][C:29](=[O:30])[CH3:31])=[O:32].[Na+:20].[Na+:21].[O-:22][C:23](=[O:24])[O-:25]>>[CH2:1]([CH3:2])[n:3]1[c:4](=[O:19])[c:5]2[n:6]([c:7]3[cH:8][cH:9][cH:10][cH:11][c:12]13)[cH:13][c:14]([C:16]#[N:17])[n:15]2.